Dataset: the Open Reaction Database (ORD), a public repository of structured organic reaction records. Task: describe an organic reaction: reactants, conditions, products, and yield Starting materials: C(O)([O-])=O.[Na+] (sodium hydrogencarbonate), BrCC(C(=O)OCC)=O (Ethyl 3-bromopyruvate), C(#N)C1=C(C(=C(C2=C1N=C(O2)C(N)=S)F)C2=CC=CC=C2)C (4-cyano-7-fluoro-5-methyl-6-phenyl-1,3-benzoxazole-2-carbothioamide), O.C1(=CC=C(C=C1)S(=O)(=O)O)C (p-toluenesulfonic acid monohydrate). The solvent is O (water), C1(=CC=CC=C1)C (toluene). Conditions: temperature 125 celsius. Product: C(#N)C1=C(C(=C(C2=C1N=C(O2)C=2SC=C(N2)C(=O)OCC)F)C2=CC=CC=C2)C (Ethyl 2-(4-cyano-7-fluoro-5-methyl-6-phenyl-1,3-benzoxazol-2-yl)-1,3-thiazole-4-carboxylate). Isolated yield 91.3%. As a reaction SMILES: Br[CH2:2][C:3](=O)[C:4]([O:6][CH2:7][CH3:8])=[O:5].[C:10]([C:12]1[C:17]2[N:18]=[C:19]([C:21](=[S:23])[NH2:22])[O:20][C:16]=2[C:15]([F:24])=[C:14]([C:25]2[CH:30]=[CH:29][CH:28]=[CH:27][CH:26]=2)[C:13]=1[CH3:31])#[N:11].O.C1(C)C=CC(S(O)(=O)=O)=CC=1.C(=O)([O-])O.[Na+]>O.C1(C)C=CC=CC=1>[C:10]([C:12]1[C:17]2[N:18]=[C:19]([C:21]3[S:23][CH:2]=[C:3]([C:4]([O:6][CH2:7][CH3:8])=[O:5])[N:22]=3)[O:20][C:16]=2[C:15]([F:24])=[C:14]([C:25]2[CH:30]=[CH:29][CH:28]=[CH:27][CH:26]=2)[C:13]=1[CH3:31])#[N:11] |f:2.3,4.5|. Reported procedure: Ethyl 3-bromopyruvate (72.2 μl, 0.518 mmol) was added to a toluene (10 ml) solution of 4-cyano-7-fluoro-5-methyl-6-phenyl-1,3-benzoxazole-2-carbothioamide (I-196-1) (124 mg, 0.398 mmol), followed by heating under reflux in an oil bath at 125° C. for 2 hours. After cooling to room temperature, p-toluenesulfonic acid monohydrate (15.2 mg, 0.080 mmol) was added to the reaction liquid, followed by heating under reflux in an oil bath at 125° C. for 15 hours. After cooling to room temperature, an aque...